From a dataset of the Open Reaction Database (ORD), a public repository of structured organic reaction records. describe an organic reaction: reactants, conditions, products, and yield Starting materials: NC=1C=C2C(N(C(=NC2=CC1)C)C1=CC=C(C=C1)OCCCN1CCCCC1)=O (6-amino-2-methyl-3-{4-[3-(1-piperidinyl)propoxy]phenyl}-4(3H)-quinazolinone), C(C)(=O)Cl (Acetyl chloride), C(C)(=O)OCC (Ethyl acetate), [OH-].[Na+] (sodium hydroxide). Run in O1CCCC1 (tetrahydrofuran), N1=CC=CC=C1 (pyridine). Run at time 8 hour. Product: C(C)(=O)NC=1C=C2C(N(C(=NC2=CC1)C)C1=CC=C(C=C1)OCCCN1CCCCC1)=O (6-(acetylamino)-2-methyl-3-{4-[3-(1-piperidinyl)propoxy]phenyl}-4(3H)-quinazolinone). Yield: 61.9%. As a reaction SMILES: [NH2:1][C:2]1[CH:3]=[C:4]2[C:9](=[CH:10][CH:11]=1)[N:8]=[C:7]([CH3:12])[N:6]([C:13]1[CH:18]=[CH:17][C:16]([O:19][CH2:20][CH2:21][CH2:22][N:23]3[CH2:28][CH2:27][CH2:26][CH2:25][CH2:24]3)=[CH:15][CH:14]=1)[C:5]2=[O:29].[C:30](Cl)(=[O:32])[CH3:31].C(OCC)(=O)C.[OH-].[Na+]>O1CCCC1.N1C=CC=CC=1>[C:30]([NH:1][C:2]1[CH:3]=[C:4]2[C:9](=[CH:10][CH:11]=1)[N:8]=[C:7]([CH3:12])[N:6]([C:13]1[CH:14]=[CH:15][C:16]([O:19][CH2:20][CH2:21][CH2:22][N:23]3[CH2:28][CH2:27][CH2:26][CH2:25][CH2:24]3)=[CH:17][CH:18]=1)[C:5]2=[O:29])(=[O:32])[CH3:31] |f:3.4|. Procedure: 6-amino-2-methyl-3-{4-[3-(1-piperidinyl)propoxy]phenyl}-4(3H)-quinazolinone (228 mg, 0.58 mmol) were dissolved in a mixed solvent of dry tetrahydrofuran (5 mL) and dry pyridine (1 mL), and coooled on an ice bath. Acetyl chloride (68 mg, 0.87 mmol) was dripped in, and the mixture stirred at room temperature overnight. Ethyl acetate and 1N sodium hydroxide aqueous solution were added, the mixture was extracted with ethyl acetate, and the organic phase was dried with anhydrous sodium sulfate. The p... Reactants: O=C([O-])[O-], COC(=O)COc1cc(OC)nc(S(C)(=O)=O)n1, CN(C)C=O, Cn1c(C(F)(F)F)cc(=O)n(-c2cc(O)c(Cl)cc2F)c1=O, [K+], [K+], O. Product: COC(=O)COc1cc(OC)nc(Oc2cc(-n3c(=O)cc(C(F)(F)F)n(C)c3=O)c(F)cc2Cl)n1. RXN SMILES: [C:46](=[O:47])([O-:48])[O-:49].[CH3:23][O:24][c:25]1[cH:26][c:27]([O:35][CH2:36][C:37](=[O:38])[O:39][CH3:40])[n:28][c:29]([S:31]([CH3:32])(=[O:33])=[O:34])[n:30]1.[CH3:41][N:42]([CH3:43])[CH:44]=[O:45].[Cl:1][c:2]1[c:3]([OH:22])[cH:4][c:5](-[n:9]2[c:10](=[O:21])[n:11]([CH3:20])[c:12]([C:16]([F:17])([F:18])[F:19])[cH:13][c:14]2=[O:15])[c:6]([F:8])[cH:7]1.[K+:50].[K+:51].[OH2:52]>>[Cl:1][c:2]1[c:3]([O:22][c:29]2[n:28][c:27]([O:35][CH2:36][C:37](=[O:38])[O:39][CH3:40])[cH:26][c:25]([O:24][CH3:23])[n:30]2)[cH:4][c:5](-[n:9]2[c:10](=[O:21])[n:11]([CH3:20])[c:12]([C:16]([F:17])([F:18])[F:19])[cH:13][c:14]2=[O:15])[c:6]([F:8])[cH:7]1.